describe an organic reaction: reactants, conditions, products, and yield From a dataset of the Open Reaction Database (ORD), a public repository of structured organic reaction records. Starting materials: N1[C@H](C(=O)O)CCC1 (L-proline), FC1=CC=C2C(C(=O)OC(N2C)=O)=C1 (5-fluoro-N-methylisatoic anhydride), CS(=O)C (dimethyl sulfoxide). Solvent: O (water). Yields the product FC=1C=CC2=C(C(N3C(C(N2C)=O)CCC3)=O)C1 (7-Fluoro-1,2,3,11a-tetrahydro-10-methyl-5H-pyrrolo[2,1-c][1,4]benzodiazepin-5,11(10H)-dione). RXN SMILES: [NH:1]1[CH2:8][CH2:7][CH2:6][C@H:2]1[C:3]([OH:5])=O.[F:9][C:10]1[CH:22]=[C:14]2[C:15](O[C:18](=O)[N:19](C)[C:13]2=[CH:12][CH:11]=1)=[O:16].CS(C)=O>O>[F:9][C:10]1[CH:11]=[CH:12][C:13]2[N:19]([CH3:18])[C:3](=[O:5])[CH:2]3[CH2:6][CH2:7][CH2:8][N:1]3[C:15](=[O:16])[C:14]=2[CH:22]=1. Reported procedure: A mixture of 6.2 g. of L-proline, 10.0 g. of 5-fluoro-N-methylisatoic anhydride and 30 ml. of dimethyl sulfoxide is heated on a steam bath for 6 hours, cooled and then diluted with 100 ml. of water. The reaction mixture is evaporated with benzene and the benzene layer is washed twice with water and concentrated. The residue is dissolved in ether and cooled. The crystals are filtered off and dried in a vacuum oven. The dextrorotatory 7-fluoro-1,2,3,11a-tetrahydro-10-methyl-5H-pyrrolo[2,1-c][1,4]b...